Dataset: the Open Reaction Database (ORD), a public repository of structured organic reaction records. Task: describe an organic reaction: reactants, conditions, products, and yield Starting materials: OC1=CC=C(C(N)=S)C=C1 (4-hydroxybenzothioamide), BrCC(OC)OC (2-bromo-1,1-dimethoxyethane), CC1=CC=C(C=C1)S(=O)(=O)O (4-methylbenzenesulfonic acid). The solvent is CCO (EtOH). Product: OC1=CC=C(C=C1)C=1SC=CN1 (2-(4-hydroxyphenyl)thiazole), yellow solid. Isolated yield 60.0%. As a reaction SMILES: [OH:1][C:2]1[CH:10]=[CH:9][C:5]([C:6](=[S:8])[NH2:7])=[CH:4][CH:3]=1.Br[CH2:12][CH:13](OC)OC.CC1C=CC(S(O)(=O)=O)=CC=1>CCO>[OH:1][C:2]1[CH:10]=[CH:9][C:5]([C:6]2[S:8][CH:12]=[CH:13][N:7]=2)=[CH:4][CH:3]=1. Procedure: To a mixture of 4-hydroxybenzothioamide (30.64 g, 0.20 mol) and 2-bromo-1,1-dimethoxyethane (31.00 g, 0.20 mol) in EtOH (600 mL) was added 4-methylbenzenesulfonic acid (34.44 g, 0.20 mol) with stirring at rt. The reaction mixture was heated at 90° C. for 24 h, then cooled to rt and concentrated in vacuo. The mixture was diluted with H2O (200 mL), adjusted to pH 10 with saturated NaHCO3 aqueous solution and extracted with DCM (200 mL×3). The combined organic phases were concentrated in vacuo to g... Starting materials: C(C=C)OC1(CCN(CC1)C1=C(C(=NC=2N1N=C(C2)CI)C)[C@@H](C(=O)OCC)OC(C)(C)C)C ((S)-ethyl 2-(7-(4-(allyloxy)-4-methylpiperidin-1-yl)-2-(iodomethyl)-5-methylpyrazolo[1,5-a]pyrimidin-6-yl)-2-(tert-butoxy)acetate), C(C=C)C1=C(C=C(C(=C1)F)F)CO ((2-allyl-4,5-difluorophenyl)methanol), [H-].[Na+] (NaH). The solvent is CN(C)C=O (DMF). Conditions: temperature 0 celsius, time 2 hour. The product is C(C=C)C1=C(COCC2=NN3C(N=C(C(=C3N3CCC(CC3)(C)OCC=C)[C@@H](C(=O)OCC)OC(C)(C)C)C)=C2)C=C(C(=C1)F)F ((S)-ethyl 2-(2-(((2-allyl-4,5-difluorobenzyl)oxy)methyl)-7-(4-(allyloxy)-4-methylpiperidin-1-yl)-5-methylpyrazolo[1,5-a]pyrimidin-6-yl)-2-(tert-butoxy)acetate). The yield is 45.6%. Reaction SMILES: [CH2:1]([O:4][C:5]1([CH3:34])[CH2:10][CH2:9][N:8]([C:11]2[N:16]3[N:17]=[C:18]([CH2:20]I)[CH:19]=[C:15]3[N:14]=[C:13]([CH3:22])[C:12]=2[C@H:23]([O:29][C:30]([CH3:33])([CH3:32])[CH3:31])[C:24]([O:26][CH2:27][CH3:28])=[O:25])[CH2:7][CH2:6]1)[CH:2]=[CH2:3].[CH2:35]([C:38]1[CH:43]=[C:42]([F:44])[C:41]([F:45])=[CH:40][C:39]=1[CH2:46][OH:47])[CH:36]=[CH2:37].[H-].[Na+]>CN(C=O)C>[CH2:35]([C:38]1[CH:43]=[C:42]([F:44])[C:41]([F:45])=[CH:40][C:39]=1[CH2:46][O:47][CH2:20][C:18]1[CH:19]=[C:15]2[N:14]=[C:13]([CH3:22])[C:12]([C@H:23]([O:29][C:30]([CH3:33])([CH3:32])[CH3:31])[C:24]([O:26][CH2:27][CH3:28])=[O:25])=[C:11]([N:8]3[CH2:9][CH2:10][C:5]([O:4][CH2:1][CH:2]=[CH2:3])([CH3:34])[CH2:6][CH2:7]3)[N:16]2[N:17]=1)[CH:36]=[CH2:37] |f:2.3|. Reported procedure: To a mixture of (S)-ethyl 2-(7-(4-(allyloxy)-4-methylpiperidin-1-yl)-2-(iodomethyl)-5-methylpyrazolo[1,5-a]pyrimidin-6-yl)-2-(tert-butoxy)acetate (200 mg, 0.342 mmol) and (2-allyl-4,5-difluorophenyl)methanol (63.0 mg, 0.342 mmol) in DMF (2 mL) at 0° C. was added NaH (13.69 mg, 0.342 mmol). It was stirred at 0° C. for 2 h, then quenched with water, extracted with EtOAc. The organic layer was dried over MgSO4, filtered and concentrated to obtain an oil, which was then purified by biotage, eluting ... The reactants are C(C)(=O)OCC (ethyl acetate), C1(=CC=CC=C1)C(OC1CCN(CC1)CCCN)C1=CC=CC=C1 (4-(diphenylmethoxy)-1-piperidinepropanamine), C(C)(C)(C)C1=NN=C2N1N=C(C=C2)Cl (3-tert-butyl-6-chloro[1,2,4]triazolo[4,3-b]pyridazine), C(CCC)O (1-butanol), C(C)N(C(C)C)C(C)C (N-ethyldiisopropylamine). The product is C(\C=C\C(=O)O)(=O)O.C(C)(C)(C)C1=NN=C2N1N=C(C=C2)NCCCN2CCC(CC2)OC(C2=CC=CC=C2)C2=CC=CC=C2 (3-tert-Butyl-6-[3-[4-(diphenylmethoxy)piperidino]propylamino][1,2,4]triazolo[4,3-b]pyridazine fumarate). As a reaction SMILES: [C:1]1([CH:7]([C:19]2[CH:24]=[CH:23][CH:22]=[CH:21][CH:20]=2)[O:8][CH:9]2[CH2:14][CH2:13][N:12]([CH2:15][CH2:16][CH2:17][NH2:18])[CH2:11][CH2:10]2)[CH:6]=[CH:5][CH:4]=[CH:3][CH:2]=1.[C:25]([C:29]1[N:33]2[N:34]=[C:35](Cl)[CH:36]=[CH:37][C:32]2=[N:31][N:30]=1)([CH3:28])([CH3:27])[CH3:26].C(N(C(C)C)C(C)C)C.[C:48]([O:51]CC)(=[O:50])[CH3:49].C([OH:58])CCC>>[C:7]([OH:58])(=[O:8])/[CH:19]=[CH:49]/[C:48]([OH:51])=[O:50].[C:25]([C:29]1[N:33]2[N:34]=[C:35]([NH:18][CH2:17][CH2:16][CH2:15][N:12]3[CH2:13][CH2:14][CH:9]([O:8][CH:7]([C:1]4[CH:2]=[CH:3][CH:4]=[CH:5][CH:6]=4)[C:19]4[CH:24]=[CH:23][CH:22]=[CH:21][CH:20]=4)[CH2:10][CH2:11]3)[CH:36]=[CH:37][C:32]2=[N:31][N:30]=1)([CH3:28])([CH3:26])[CH3:27] |f:5.6|. Reported procedure: 854 mg of 4-(diphenylmethoxy)-1-piperidinepropanamine and 554 mg of 3-tert-butyl-6-chloro[1,2,4]triazolo[4,3-b]pyridazine were dissolved in 10 ml of 1-butanol; 0.91 ml of N-ethyldiisopropylamine was added, followed by refluxing under heating for 21 hours. After cooling, ethyl acetate was added; the reaction mixture was washed with saturated aqueous sodium bicarbonate and saturated saline and dried over magnesium sulfate. After concentration under reduced pressure, the residue was subjected to si... The reactants are FC1=CC=C(C=C1)C=1OC(=C(N1)C1=NC=CC=C1)C1CCN(CC1)C(=O)OC(C)(C)C (tert-Butyl 4-[2-(4-fluorophenyl)-4-(pyridin-2-yl)-1,3-oxazol-5-yl]piperidine-1-carboxylate), C(Cl)Cl.C(=O)(C(F)(F)F)O (DCM TFA). Product: FC1=CC=C(C=C1)C=1OC(=C(N1)C1=NC=CC=C1)C1CCNCC1 (2-[2-(4-Fluorophenyl)-5-(piperidin-4-yl)-1,3-oxazol-4-yl]pyridine). As a reaction SMILES: [F:1][C:2]1[CH:7]=[CH:6][C:5]([C:8]2[O:9][C:10]([CH:19]3[CH2:24][CH2:23][N:22](C(OC(C)(C)C)=O)[CH2:21][CH2:20]3)=[C:11]([C:13]3[CH:18]=[CH:17][CH:16]=[CH:15][N:14]=3)[N:12]=2)=[CH:4][CH:3]=1.C(Cl)Cl.C(O)(C(F)(F)F)=O>>[F:1][C:2]1[CH:7]=[CH:6][C:5]([C:8]2[O:9][C:10]([CH:19]3[CH2:24][CH2:23][NH:22][CH2:21][CH2:20]3)=[C:11]([C:13]3[CH:18]=[CH:17][CH:16]=[CH:15][N:14]=3)[N:12]=2)=[CH:4][CH:3]=1 |f:1.2|. Reported procedure: tert-Butyl 4-[2-(4-fluorophenyl)-4-(pyridin-2-yl)-1,3-oxazol-5-yl]piperidine-1-carboxylate (50 mg. 0.12 mmol) was stirred in 4:1 DCM/TFA (5 ml) at room temperature for 3 h. Then the volatiles were removed under vacuum, and the resulting residue was purified by reverse phase HPLC (0.05% TFA-water-acetonitrile) to give the title compound. LC-MS m/e 324.15 [M+1]+. The reactants are C(C=C)NC1=NC(=C(C2=CC(=CC=C12)OC)C1=CC=CC=C1)C#N (1-(allylamino)-6-methoxy-4-phenylisoquinoline-3-carbonitrile), N1=C(C=CC=C1)CN ((pyridin-2-ylmethyl)amine). Yields the product COC=1C=C2C(=C(N=C(C2=CC1)NCC1=NC=CC=C1)C#N)C1=CC=CC=C1 (6-methoxy-4-phenyl-1-[(pyridin-2-ylmethyl)amino]isoquinoline-3-carbonitrile). RXN SMILES: [CH2:1]([NH:4][C:5]1[C:14]2[C:9](=[CH:10][C:11]([O:15][CH3:16])=[CH:12][CH:13]=2)[C:8]([C:17]2[CH:22]=[CH:21][CH:20]=[CH:19][CH:18]=2)=[C:7]([C:23]#[N:24])[N:6]=1)[CH:2]=[CH2:3].[N:25]1C=C[CH:28]=[CH:27][C:26]=1CN>>[CH3:16][O:15][C:11]1[CH:10]=[C:9]2[C:14](=[CH:13][CH:12]=1)[C:5]([NH:4][CH2:1][C:2]1[CH:3]=[CH:28][CH:27]=[CH:26][N:25]=1)=[N:6][C:7]([C:23]#[N:24])=[C:8]2[C:17]1[CH:22]=[CH:21][CH:20]=[CH:19][CH:18]=1. Procedure details: Following the procedure for 1-(allylamino)-6-methoxy-4-phenylisoquinoline-3-carbonitrile, using (pyridin-2-ylmethyl)amine in place of allylamine and heating for 35 min instead of 1 h, the title compound was synthesized. The reactants are C1OC(CCCC(=C)C)(C)OC1 (6,6-ethylenedioxy-2-methyl-hept-1-ene), C([O-])(O)=O.[Na+] (sodium bicarbonate). Solvent: CC(=O)C (acetone), Cl (hydrochloric acid). Yields the product CC(=C)CCCC(C)=O (2-methyl-6-oxo-hept-1-ene). Yield: 70.8%. As a reaction SMILES: C1CO[C:3]([CH3:10])([CH2:4][CH2:5][CH2:6][C:7]([CH3:9])=[CH2:8])[O:2]1.C(=O)(O)[O-].[Na+]>CC(C)=O.Cl>[CH3:9][C:7]([CH2:6][CH2:5][CH2:4][C:3](=[O:2])[CH3:10])=[CH2:8] |f:1.2|. Reported procedure: A solution of 6,6-ethylenedioxy-2-methyl-hept-1-ene (12.2 g) in acetone (300 ml) and 10% hydrochloric acid (12 ml) is stirred at room temperature for 1.5 hours. The reaction is neutralized to pH 7 with a sodium bicarbonate solution and the resulting solids are filtered. The acetone is removed in vacuo and the residue is partitioned between ether and brine. The ether extract is dried (Na2SO4) and evaporated in vacuo to give 2-methyl-6-oxo-hept-1-ene as a pale yellow liquid (6.4 g), nmr (CDCl3,δ) ... Reactants: CN(C)CCCNC(=O)c1ccc(-c2nnc(CN)o2)cc1, O=C(O)CCOc1ccccc1. The product is CN(C)CCCNC(=O)c1ccc(-c2nnc(CNC(=O)CCOc3ccccc3)o2)cc1. Reaction SMILES: [NH2:13][CH2:14][c:15]1[n:16][n:17][c:18](-[c:20]2[cH:21][cH:22][c:23]([C:24](=[O:25])[NH:26][CH2:27][CH2:28][CH2:29][N:30]([CH3:31])[CH3:32])[cH:33][cH:34]2)[o:19]1.[O:1]([c:2]1[cH:3][cH:4][cH:5][cH:6][cH:7]1)[CH2:8][CH2:9][C:10](=[O:11])[OH:12]>>[O:1]([c:2]1[cH:3][cH:4][cH:5][cH:6][cH:7]1)[CH2:8][CH2:9][C:10](=[O:12])[NH:13][CH2:14][c:15]1[n:16][n:17][c:18](-[c:20]2[cH:21][cH:22][c:23]([C:24](=[O:25])[NH:26][CH2:27][CH2:28][CH2:29][N:30]([CH3:31])[CH3:32])[cH:33][cH:34]2)[o:19]1. The reactants are [H-].C(C(C)C)[Al+]CC(C)C (diisobutylaluminum hydride), ClC=1N=C(C2=CC=CC=C2C1C#N)C1=CC=CC=C1 (3-chloro-4-cyano-1-phenyl-isoquinoline), O (water), C(C)(=O)O (acetic acid). The solvent is C1(=CC=CC=C1)C (toluene), C1(=CC=CC=C1)C (toluene). Reaction conditions: temperature 0 celsius, time 10 minute. Yields the product ClC=1N=C(C2=CC=CC=C2C1C=O)C1=CC=CC=C1 (3-Chloro-1-phenyl-isoquinoline-4-aldehyde). Reaction SMILES: [H-].C([Al+]CC(C)C)C(C)C.[Cl:11][C:12]1[N:13]=[C:14]([C:24]2[CH:29]=[CH:28][CH:27]=[CH:26][CH:25]=2)[C:15]2[C:20]([C:21]=1[C:22]#N)=[CH:19][CH:18]=[CH:17][CH:16]=2.C(O)(=[O:32])C.O>C1(C)C=CC=CC=1>[Cl:11][C:12]1[N:13]=[C:14]([C:24]2[CH:29]=[CH:28][CH:27]=[CH:26][CH:25]=2)[C:15]2[C:20]([C:21]=1[CH:22]=[O:32])=[CH:19][CH:18]=[CH:17][CH:16]=2 |f:0.1|. Procedure: In an atmosphere of argon and at -5° C. 10.7 ml of a 20% diisobutylaluminum hydride solution in toluene are slowly added dropwise to 2.64 g of 3-chloro-4-cyano-1-phenyl-isoquinoline in 150 ml of absolute toluene. The mixture is stirred for 10 minutes at 0° C. and then hydrolized with a small amount of glacial acetic acid until the reaction is weakly acid. Next, water is added and the toluene phase is separated. The organic phase is washed successively with saturated sodium bicarbonate solution a... As a reaction SMILES: [Br:1][CH2:2][CH2:3][CH2:4][CH2:5][CH2:6][CH2:7][CH2:8][CH2:9][CH2:10][C:11](=[O:12])[O:13][CH3:14].[C:26](=[O:27])([O-:28])[O-:29].[CH3:32][N:33]([CH3:34])[CH:35]=[O:36].[Cl:15][c:16]1[cH:17][cH:18][c:19]([S:22](=[O:23])(=[O:24])[NH2:25])[cH:20][cH:21]1.[K+:30].[K+:31]>>[CH2:2]([CH2:3][CH2:4][CH2:5][CH2:6][CH2:7][CH2:8][CH2:9][CH2:10][C:11](=[O:12])[O:13][CH3:14])[NH:25][S:22]([c:19]1[cH:18][cH:17][c:16]([Cl:15])[cH:21][cH:20]1)(=[O:23])=[O:24]. The product is COC(=O)CCCCCCCCCNS(=O)(=O)c1ccc(Cl)cc1. The reactants are COC(=O)CCCCCCCCCBr, O=C([O-])[O-], CN(C)C=O, NS(=O)(=O)c1ccc(Cl)cc1, [K+], [K+]. The reactants are O (Water), CC(C)(C)C=1C=C(C=C(C1O)C(C)(C)C)SC#N (3,5-Bis(1,1-dimethylethyl)-4-hydroxyphenylthiocyanate), C(C)P(CC)CC (Triethylphosphine). Run in CC(=O)C (acetone). Run at temperature 0 celsius. Yields the product CC(C)(C)C1=C(C(=CC(=C1)S)C(C)(C)C)O (2,6-bis(1,1-dimethylethyl)-4-mercaptophenol). As a reaction SMILES: [CH3:1][C:2]([C:5]1[CH:6]=[C:7]([S:16]C#N)[CH:8]=[C:9]([C:12]([CH3:15])([CH3:14])[CH3:13])[C:10]=1[OH:11])([CH3:4])[CH3:3].O.C(P(CC)CC)C>CC(C)=O>[CH3:4][C:2]([C:5]1[CH:6]=[C:7]([SH:16])[CH:8]=[C:9]([C:12]([CH3:15])([CH3:14])[CH3:13])[C:10]=1[OH:11])([CH3:1])[CH3:3]. Procedure details: 3,5-Bis(1,1-dimethylethyl)-4-hydroxyphenylthiocyanate (55 g, 0.209 mole) was dissolved in acetone (200 ml) under an argon atmosphere. Water (7.6 g, 0.42 mole) was added and the reaction cooled to 0° C. Triethylphosphine (24.7 g, 0.209 mole) was added dropwise over a period of 1 hour and the reaction was then allowed to warm to room temperature with stirring. The solution was concentrated, solvents removed, and the resulting oil purified by chromatography on silica. The fractions containing the t...